This data is from the Open Reaction Database (ORD), a public repository of structured organic reaction records. The task is: describe an organic reaction: reactants, conditions, products, and yield The reactants are O=C(Cl)C(=O)Cl, ClCCl, O=C(O)c1cccc(I)c1, CN(C)C=O. Yields the product NC(=O)c1cccc(I)c1. RXN SMILES: [Cl:11][C:12]([C:13]([Cl:14])=[O:15])=[O:16].[Cl:22][CH2:23][Cl:24].[I:1][c:2]1[cH:3][c:4]([C:5](=[O:6])[OH:7])[cH:8][cH:9][cH:10]1.[O:17]=[CH:18][N:19]([CH3:20])[CH3:21]>>[I:1][c:2]1[cH:3][c:4]([C:5](=[O:6])[NH2:19])[cH:8][cH:9][cH:10]1. Reactants: CO[C@H](CC(=O)OC(C)(C)C)[C@H]([C@H](CC)C)NC (tert-butyl (3R,4S,5S)-3-methoxy-5-methyl-4-(methylamino)heptanoate), CO[C@H](CC(=O)OC(C)(C)C)[C@H]([C@H](CC)C)NC (tert-butyl (3R,4S,5S)-3-methoxy-5-methyl-4-(methylamino)heptanoate), C(C1=CC=CC=C1)OC(=O)N[C@@H](C(C)C)C(=O)O (N-[(benzyloxy)carbonyl]-L-valine), F[B-](F)(F)F.BrC1=[N+](C=CC=C1)CC (2-bromo-1-ethylpyridinium tetrafluoroborate), C(C)(C)N(C(C)C)CC (N,N-diisopropylethylamine), [Cl-].[Na+] (sodium chloride). The solvent is ClCCl (dichloromethane), ClCCl (dichloromethane). Reaction conditions: temperature -10 celsius. The product is C(C1=CC=CC=C1)OC(=O)N[C@@H](C(C)C)C(=O)N([C@H]([C@@H](CC(=O)OC(C)(C)C)OC)[C@H](CC)C)C (tert-butyl (3R,4S,5S)-4-[{N-[(benzyloxy)carbonyl]-L-valyl}(methyl)amino]-3-methoxy-5-methylheptanoate). Reaction SMILES: [CH3:1][O:2][C@@H:3]([C@@H:12]([NH:17][CH3:18])[C@@H:13]([CH3:16])[CH2:14][CH3:15])[CH2:4][C:5]([O:7][C:8]([CH3:11])([CH3:10])[CH3:9])=[O:6].[CH2:19]([O:26][C:27]([NH:29][C@H:30]([C:34]([OH:36])=O)[CH:31]([CH3:33])[CH3:32])=[O:28])[C:20]1[CH:25]=[CH:24][CH:23]=[CH:22][CH:21]=1.F[B-](F)(F)F.BrC1C=CC=C[N+]=1CC.C(N(CC)C(C)C)(C)C.[Cl-].[Na+]>ClCCl>[CH2:19]([O:26][C:27]([NH:29][C@H:30]([C:34]([N:17]([CH3:18])[C@@H:12]([C@@H:13]([CH3:16])[CH2:14][CH3:15])[C@H:3]([O:2][CH3:1])[CH2:4][C:5]([O:7][C:8]([CH3:11])([CH3:10])[CH3:9])=[O:6])=[O:36])[CH:31]([CH3:32])[CH3:33])=[O:28])[C:20]1[CH:21]=[CH:22][CH:23]=[CH:24][CH:25]=1 |f:2.3,5.6|. Procedure details: 10.65 g (41.058 mmol) of tert-butyl (3R,4S,5S)-3-methoxy-5-methyl-4-(methylamino)heptanoate (starting compound 2b) were taken up in 250 ml of dichloromethane and the solution was cooled to −10° C. Then, while stirring, 10.317 g (41.058 mmol) of N-[(benzyloxy)carbonyl]-L-valine, 16.866 g (61.586 mmol) of 2-bromo-1-ethylpyridinium tetrafluoroborate (BEP) and 28.6 ml of N,N-diisopropylethylamine were added, and the mixture was subsequently stirred at RT for 20 h. The reaction mixture was then dilut... The reactants are [Al+3], CCOC(=O)c1cc(OC)c(O)c([N+](=O)[O-])c1C(=O)c1ccccc1, CCOC(C)=O, [Cl-], [Cl-], [Cl-], Cl, c1ccncc1. Product: CCOC(=O)c1cc(O)c(O)c([N+](=O)[O-])c1C(=O)c1ccccc1. As a reaction SMILES: [Al+3:33].[C:1]([c:2]1[cH:3][cH:4][cH:5][cH:6][cH:7]1)(=[O:8])[c:9]1[c:10]([C:11](=[O:12])[O:13][CH2:14][CH3:15])[cH:16][c:17]([O:24][CH3:25])[c:18]([OH:23])[c:19]1[N+:20](=[O:21])[O-:22].[CH3:26][CH2:27][O:28][C:29](=[O:30])[CH3:31].[Cl-:32].[Cl-:34].[Cl-:35].[ClH:36].[cH:37]1[cH:38][cH:39][n:40][cH:41][cH:42]1>>[C:1]([c:2]1[cH:3][cH:4][cH:5][cH:6][cH:7]1)(=[O:8])[c:9]1[c:10]([C:11](=[O:12])[O:13][CH2:14][CH3:15])[cH:16][c:17]([OH:24])[c:18]([OH:23])[c:19]1[N+:20](=[O:21])[O-:22]. Reactants: [BH4-], CCCCCCC#Cc1ccc(C=O)cc1, CCO, [Na+]. Yields the product CCCCCCC#Cc1ccc(CO)cc1. Reaction SMILES: [BH4-:17].[C:1](#[C:2][CH2:3][CH2:4][CH2:5][CH2:6][CH2:7][CH3:8])[c:9]1[cH:10][cH:11][c:12]([CH:13]=[O:14])[cH:15][cH:16]1.[CH3:19][CH2:20][OH:21].[Na+:18]>>[C:1](#[C:2][CH2:3][CH2:4][CH2:5][CH2:6][CH2:7][CH3:8])[c:9]1[cH:10][cH:11][c:12]([CH2:13][OH:14])[cH:15][cH:16]1. Starting materials: Cl.Cl.CNNC (N,N′-dimethylhydrazine dihydrochloride), C([O-])([O-])=O.[K+].[K+] (potassium carbonate), O1CCCC1 (tetrahydrofuran), BrC=1C=C(C2=C(C(OC(=N2)C=2N(C=C(C2)Br)C2=NC=CC=C2Cl)=O)C1)Br (6,8-dibromo-2-[4-bromo-1-(3-chloro-2-pyridinyl)-1H-pyrrol-2-yl]-4H-3,1-benzoxazine-4-one). The reagents and catalysts are O (water). The solvent is O (Water). Run at time 2 hour. Yields the product BrC=1C=C(N(C1)C1=NC=CC=C1Cl)C(=O)NC1=C(C=C(C=C1Br)Br)C(=O)N(NC)C (4-bromo-N-[4,6-dibromo-2-(N,N′-dimethylhydrazinocarbonyl)phenyl]-1-(3-chloro-2-pyridinyl)-1H-pyrrole-2-carboxamide). Yield: 79.6%. As a reaction SMILES: Cl.Cl.[CH3:3][NH:4][NH:5][CH3:6].C(=O)([O-])[O-].[K+].[K+].O1CCCC1.[Br:18][C:19]1[CH:20]=[C:21]([Br:43])[C:22]2[N:27]=[C:26]([C:28]3[N:29]([C:34]4[C:39]([Cl:40])=[CH:38][CH:37]=[CH:36][N:35]=4)[CH:30]=[C:31]([Br:33])[CH:32]=3)[O:25][C:24](=[O:41])[C:23]=2[CH:42]=1>O>[Br:33][C:31]1[CH:32]=[C:28]([C:26]([NH:27][C:22]2[C:21]([Br:43])=[CH:20][C:19]([Br:18])=[CH:42][C:23]=2[C:24]([N:4]([CH3:3])[NH:5][CH3:6])=[O:41])=[O:25])[N:29]([C:34]2[C:39]([Cl:40])=[CH:38][CH:37]=[CH:36][N:35]=2)[CH:30]=1 |f:0.1.2,3.4.5|. Procedure details: To a mixture of 0.42 g of N,N′-dimethylhydrazine dihydrochloride, five drops of water, 0.87 g of potassium carbonate and 10 ml of tetrahydrofuran was added 0.59 g of 6,8-dibromo-2-[4-bromo-1-(3-chloro-2-pyridinyl)-1H-pyrrol-2-yl]-4H-3,1-benzoxazine-4-one. The resulting mixture was stirred at room temperature for 2 hours. Water was poured into the reaction mixture, and the mixture was extracted with ethyl acetate. The organic layer was washed successively with water and an aqueous saturated sodiu... Starting materials: BrC=1OC2=C(C1C1=CC=CC=C1)C=CC=C2CCO (2-bromo-7-(2-hydroxyethyl)-3-phenylbenzofuran), [N+](=O)([N+](=O)[O-])[O-] (dinitrogen tetraoxide), C(Cl)(Cl)Cl (chloroform), C1(CCC=CC1)C(=O)O (4-cyclohexenecarboxylic acid), C(Cl)(Cl)Cl (chloroform), [N+](=O)([N+](=O)[O-])[O-] (dinitrogen tetraoxide), BrC=1OC2=C(C1C1=CC=CC=C1)C=CC=C2CCO (2-bromo-7-(2-hydroxyethyl)-3-phenylbenzofuran), C1(CCC=CC1)C(=O)O (4-cyclohexenecarboxylic acid), C(Cl)(Cl)Cl (chloroform). Solvent: O (Water). Reaction conditions: temperature 45 celsius, time 16 hour. Yields the product OCCC1=CC=CC=2C(=C(OC21)[N+](=O)[O-])C2=CC=CC=C2 (7-(2-hydroxyethyl)-2-nitro-3-phenylbenzofuran). RXN SMILES: Br[C:2]1[O:3][C:4]2[C:16]([CH2:17][CH2:18][OH:19])=[CH:15][CH:14]=[CH:13][C:5]=2[C:6]=1[C:7]1[CH:12]=[CH:11][CH:10]=[CH:9][CH:8]=1.C1(C(O)=O)CC=CCC1.C(Cl)(Cl)Cl.[N+:33]([O-:38])([N+]([O-])=O)=[O:34]>O>[OH:19][CH2:18][CH2:17][C:16]1[C:4]2[O:3][C:2]([N+:33]([O-:38])=[O:34])=[C:6]([C:7]3[CH:12]=[CH:11][CH:10]=[CH:9][CH:8]=3)[C:5]=2[CH:13]=[CH:14][CH:15]=1. Procedure: To a stirred mixture of 28.6 g. (0.0904 mole) of 2-bromo-7-(2-hydroxyethyl)-3-phenylbenzofuran (the product of step A, Example 5) and 15.1 g. of 4-cyclohexenecarboxylic acid in 250 ml. of chloroform is added dropwise 10.8 g. (0.118 mole) of dinitrogen tetraoxide in 30 ml. of chloroform. After 16 hours, 7 g. of dinitrogen tetraoxide and 5 g. of 4-cyclohexenecarboxylic acid in 30 ml. of chloroform are added, and the mixture is heated at 45° C. for four hours. Water is added to the mixture, the chl... The reactants are O1[C@H](C1)C(=O)OC ((R)-methyl oxirane-2-carboxylate), FC(S(=O)(=O)[O-])(F)F.[Mg+2].FC(S(=O)(=O)[O-])(F)F (Magnesium trifluoromethanesulfonate), C(C)(C)[Si](OC[C@H](C)O)(C(C)C)C(C)C ((S)-1-(triisopropylsilyloxy)propan-2-ol), O1[C@H](C1)C(=O)OC ((R)-methyl oxirane-2-carboxylate), O1[C@H](C1)C(=O)OC ((R)-methyl oxirane-2-carboxylate). The solvent is C(C)(=O)OCC (ethyl acetate). Run at temperature 80 celsius, time 48 hour. The product is O[C@@H](C(=O)OC)CO[C@H](CO[Si](C(C)C)(C(C)C)C(C)C)C ((R)-methyl 2-hydroxy-3-((S)-1-(triisopropylsilyloxy)propan-2-yloxy)propanoate). Isolated yield 41.2%. Reaction SMILES: FC(F)(F)S([O-])(=O)=O.[Mg+2].FC(F)(F)S([O-])(=O)=O.[CH:18]([Si:21]([CH:30]([CH3:32])[CH3:31])([CH:27]([CH3:29])[CH3:28])[O:22][CH2:23][C@@H:24]([OH:26])[CH3:25])([CH3:20])[CH3:19].[O:33]1[CH2:35][C@@H:34]1[C:36]([O:38][CH3:39])=[O:37]>C(OCC)(=O)C>[OH:33][C@H:34]([CH2:35][O:26][C@@H:24]([CH3:25])[CH2:23][O:22][Si:21]([CH:18]([CH3:20])[CH3:19])([CH:27]([CH3:29])[CH3:28])[CH:30]([CH3:32])[CH3:31])[C:36]([O:38][CH3:39])=[O:37] |f:0.1.2|. Procedure: Magnesium trifluoromethanesulfonate (1.263 g, 3.92 mmol) was added to a mixture of (S)-1-(triisopropylsilyloxy)propan-2-ol (4.55 g, 19.59 mmol) and (R)-methyl oxirane-2-carboxylate (2 g, 19.59 mmol) in ethyl acetate (40 mL). The resulting suspension was heated to 80° C. for 72 hours. Further (R)-methyl oxirane-2-carboxylate (2 g, 19.59 mmol) was added and the mixture stirred at 80° C. for 48 hrs. Further (R)-methyl oxirane-2-carboxylate (2 g, 19.59 mmol) was added and the mixture stirred for 24 ... The reactants are COC=1C=C(C=CC1OC)NC=1N=CC2=C(C3=C(NC(C2)=O)C=CC(=C3)C(=O)O)N1 (2-(3,4-dimethoxy-phenylamino)-6-oxo-6,7-dihydro-5H-benzo[b]pyrimido[4,5-d]azepine-10-carboxylic acid), N1=CC=C(C=C1)CCN (2-(pyridin-4-yl)ethanamine). Product: N1=CC=C(C=C1)CCNC(=O)C1=CC2=C(NC(CC3=C2N=C(N=C3)NC3=CC(=C(C=C3)OC)OC)=O)C=C1 (2-(3,4-Dimethoxy-phenylamino)-6-oxo-6,7-dihydro-5H-benzo[b]pyrimido[4,5-d]azepine-10-carboxylic acid (2-pyridin-4-yl-ethyl)-amide). As a reaction SMILES: [CH3:1][O:2][C:3]1[CH:4]=[C:5]([NH:11][C:12]2[N:13]=[CH:14][C:15]3[CH2:21][C:20](=[O:22])[NH:19][C:18]4[CH:23]=[CH:24][C:25]([C:27](O)=[O:28])=[CH:26][C:17]=4[C:16]=3[N:30]=2)[CH:6]=[CH:7][C:8]=1[O:9][CH3:10].[N:31]1[CH:36]=[CH:35][C:34]([CH2:37][CH2:38][NH2:39])=[CH:33][CH:32]=1>>[N:31]1[CH:36]=[CH:35][C:34]([CH2:37][CH2:38][NH:39][C:27]([C:25]2[CH:24]=[CH:23][C:18]3[NH:19][C:20](=[O:22])[CH2:21][C:15]4[CH:14]=[N:13][C:12]([NH:11][C:5]5[CH:6]=[CH:7][C:8]([O:9][CH3:10])=[C:3]([O:2][CH3:1])[CH:4]=5)=[N:30][C:16]=4[C:17]=3[CH:26]=2)=[O:28])=[CH:33][CH:32]=1. Procedure: In a manner similar to that described for Method N, 2-(3,4-dimethoxy-phenylamino)-6-oxo-6,7-dihydro-5H-benzo[b]pyrimido[4,5-d]azepine-10-carboxylic acid (I-43) and 2-(pyridin-4-yl)ethanamine were converted I-48 (6%): HRMS Calcd. for C28H26N6O4: 551.2093, Found 511.2098. Starting materials: CN(C(=O)c1cc(C(F)(F)F)cc(C(F)(F)F)c1)C1CCNCC1c1ccc(Cl)c(Cl)c1, Cl, O=C(O)C1CC(=O)N(Cc2ccccn2)C1. The product is CN(C(=O)c1cc(C(F)(F)F)cc(C(F)(F)F)c1)C1CCN(C(=O)C2CC(=O)N(Cc3ccccn3)C2)CC1c1ccc(Cl)c(Cl)c1. Reaction SMILES: [Cl:2][c:3]1[cH:4][c:5]([CH:10]2[CH2:11][NH:12][CH2:13][CH2:14][CH:15]2[N:16]([C:17]([c:18]2[cH:19][c:20]([C:28]([F:29])([F:30])[F:31])[cH:21][c:22]([C:24]([F:25])([F:26])[F:27])[cH:23]2)=[O:32])[CH3:33])[cH:6][cH:7][c:8]1[Cl:9].[ClH:1].[O:34]=[C:35]1[CH2:36][CH:37]([C:47](=[O:48])[OH:49])[CH2:38][N:39]1[CH2:40][c:41]1[n:42][cH:43][cH:44][cH:45][cH:46]1>>[Cl:2][c:3]1[cH:4][c:5]([CH:10]2[CH2:11][N:12]([C:47]([CH:37]3[CH2:36][C:35](=[O:34])[N:39]([CH2:40][c:41]4[n:42][cH:43][cH:44][cH:45][cH:46]4)[CH2:38]3)=[O:48])[CH2:13][CH2:14][CH:15]2[N:16]([C:17]([c:18]2[cH:19][c:20]([C:28]([F:29])([F:30])[F:31])[cH:21][c:22]([C:24]([F:25])([F:26])[F:27])[cH:23]2)=[O:32])[CH3:33])[cH:6][cH:7][c:8]1[Cl:9]. Reactants: C(C1=CC=CC=C1)N1CC(CCC1)NC=1C=C2C=NNC2=CC1 (N-(1-benzylpiperidin-3-yl)-1H-indazol-5-amine), C(=O)[O-].[NH4+] (ammonium formate). The reagents and catalysts are [Pd] (Pd—C). The solvent is C(C)O (ethanol). Product: N1CC(CCC1)NC=1C=C2C=NNC2=CC1 (N-piperidin-3-yl-1H-indazol-5-amine). Isolated yield 73.8%. As a reaction SMILES: C([N:8]1[CH2:13][CH2:12][CH2:11][CH:10]([NH:14][C:15]2[CH:16]=[C:17]3[C:21](=[CH:22][CH:23]=2)[NH:20][N:19]=[CH:18]3)[CH2:9]1)C1C=CC=CC=1.C([O-])=O.[NH4+]>C(O)C.[Pd]>[NH:8]1[CH2:13][CH2:12][CH2:11][CH:10]([NH:14][C:15]2[CH:16]=[C:17]3[C:21](=[CH:22][CH:23]=2)[NH:20][N:19]=[CH:18]3)[CH2:9]1 |f:1.2|. Reported procedure: To a solution of the N-(1-benzylpiperidin-3-yl)-1H-indazol-5-amine (463 mg, 1.51 mmol) obtained in Example 535 in ethanol (10 ml) were added 10% Pd—C (50 mg) and then ammonium formate (952 mg, 15.1 mmol), and the resulting mixture was heated under reflux for 2 hours. The solid was removed by filtration using Celite, and the solvent was distilled off under reduced pressure. Chloroform/aqueous ammonia was added to the residue, followed by extraction with chloroform, and the extract solution was wa...